From a dataset of the Open Reaction Database (ORD), a public repository of structured organic reaction records. describe an organic reaction: reactants, conditions, products, and yield Reactants: C1(CC1)COC1=C(C=C(C=C1)C(F)F)C=1C2=C(N=CN1)C(=C(N2)C)C(=O)O (4-[2-(cyclopropylmethoxy)-5-(difluoromethyl)phenyl]-6-methyl-5H-pyrrolo[3,2-d]pyrimidine-7-carboxylic acid), N[C@@H]1C[C@@H]([C@H](C1)NC(OC(C)(C)C)=O)C (tert-butyl [(1S*,2S*,4R*)-4-amino-2-methylcyclopentyl]carbamate). Yields the product C1(CC1)COC1=C(C=C(C=C1)C(F)F)C=1C2=C(N=CN1)C(=C(N2)C)C(=O)N[C@@H]2C[C@@H]([C@H](C2)NC(OC(C)(C)C)=O)C (tert-Butyl {(1S*,2S*,4R*)-4-[({4-[2-(cyclopropylmethoxy)-5-(difluoromethyl)phenyl]-6-methyl-5H-pyrrolo[3,2-d]pyrimidin-7-yl}carbonyl)amino]-2-methylcyclopentyl}carbamate). Reaction SMILES: [CH:1]1([CH2:4][O:5][C:6]2[CH:11]=[CH:10][C:9]([CH:12]([F:14])[F:13])=[CH:8][C:7]=2[C:15]2[C:16]3[NH:23][C:22]([CH3:24])=[C:21]([C:25](O)=[O:26])[C:17]=3[N:18]=[CH:19][N:20]=2)[CH2:3][CH2:2]1.[NH2:28][C@H:29]1[CH2:33][C@H:32]([NH:34][C:35](=[O:41])[O:36][C:37]([CH3:40])([CH3:39])[CH3:38])[C@@H:31]([CH3:42])[CH2:30]1>>[CH:1]1([CH2:4][O:5][C:6]2[CH:11]=[CH:10][C:9]([CH:12]([F:14])[F:13])=[CH:8][C:7]=2[C:15]2[C:16]3[NH:23][C:22]([CH3:24])=[C:21]([C:25]([NH:28][C@H:29]4[CH2:33][C@H:32]([NH:34][C:35](=[O:41])[O:36][C:37]([CH3:38])([CH3:40])[CH3:39])[C@@H:31]([CH3:42])[CH2:30]4)=[O:26])[C:17]=3[N:18]=[CH:19][N:20]=2)[CH2:3][CH2:2]1. Procedure: Starting from 4-[2-(cyclopropylmethoxy)-5-(difluoromethyl)phenyl]-6-methyl-5H-pyrrolo[3,2-d]pyrimidine-7-carboxylic acid (example D.g1) and tert-butyl [(1S*,2S*,4R*)-4-amino-2-methylcyclopentyl]carbamate (example C33) the title compound is obtained as pale yellow foam. Conditions: time 3 day. Yield: 68.0%. Reagents/catalysts: N1CCCCC1 (piperidine). As a reaction SMILES: [Cl:1][C:2]1[CH:3]=[C:4]([C:8]2[CH:16]=[CH:15][CH:14]=[C:13]3[C:9]=2[CH2:10][C:11](=[O:17])[NH:12]3)[CH:5]=[CH:6][CH:7]=1.[CH2:18](O)[CH3:19]>N1CCCCC1>[CH3:4][C:8]1[CH:9]=[C:13]([CH3:14])[NH:12][C:18]=1[CH:19]=[C:10]1[C:9]2[C:13](=[CH:14][CH:15]=[CH:16][C:8]=2[C:4]2[CH:5]=[CH:6][CH:7]=[C:2]([Cl:1])[CH:3]=2)[NH:12][C:11]1=[O:17]. Yields the product CC1=C(NC(=C1)C)C=C1C(NC2=CC=CC(=C12)C1=CC(=CC=C1)Cl)=O (3-(3,5-Dimethyl-1H-pyrrol-2-ylmethylene)-4-(3-chloro-phenyl)-1,3-dihydro-indol-2-one). Procedure: To a solution of 4-(3-chloro-phenyl)-1,3-dihydro-indol-2-one (60.9 mg, 0.25 mmol) and 3,5-dimethyl-H-pyrrole-2-carbaldehyde (32 mg, 0.26 mmol) in ethanol (2 mL) was added piperidine (3 drops). The reaction mixture was stirred at room temperature for three days. A yellow solid product was precipitated out, filtered, washed by ethanol for three times, and dried under high vacuum to provide pure product 3-(3,5-Dimethyl-1H-pyrrol-2-ylmethylene)-4-(3-chloro-phenyl)-1,3-dihydro-indol-2-one as a yellow... Starting materials: ClC=1C=C(C=CC1)C1=C2CC(NC2=CC=C1)=O (4-(3-chloro-phenyl)-1,3-dihydro-indol-2-one), 3,5-dimethyl-H-pyrrole-2-carbaldehyde, C(C)O (ethanol). The reactants are CC(C)(OC(=O)N[C@@H](CC(=O)O)CC1=C(C=C(C(=C1)F)F)F)C ((3R)-3-[(1,1-dimethylethoxycarbonyl)amino]-4-(2,4,5-trifluorophenyl)butanoic acid), CC(C)(OC(=O)N[C@@H](CC(=O)O)CC1=C(C=C(C(=C1)F)F)F)C ((3R)-3-[(1,1-dimethylethoxycarbonyl)amino]-4-(2,4,5-trifluorophenyl)butanoic acid), FC(C1=NN=C2N1CCNC2)(F)F (3-(trifluoromethyl)-5,6,7,8-tetrahydro-1,2,4-triazolo[4,3-a]pyrazine). Yields the product CC(C)(OC(=O)N[C@@H](CC(=O)N1CC=2N(CC1)C(=NN2)C(F)(F)F)CC2=C(C=C(C(=C2)F)F)F)C (7-[(3R)-3-[(1,1-Dimethylethoxycarbonyl)amino]-4-(2,4,5-trifluorophenyl)-butanoyl]-3-(trifluoromethyl)-5,6,7,8-tetrahydro-1,2,4-triazolo[4,3-a]pyrazine). Isolated yield 38.1%. Reaction SMILES: [CH3:1][C:2]([CH3:23])([O:4][C:5]([NH:7][C@H:8]([CH2:13][C:14]1[CH:19]=[C:18]([F:20])[C:17]([F:21])=[CH:16][C:15]=1[F:22])[CH2:9][C:10]([OH:12])=O)=[O:6])[CH3:3].[F:24][C:25]([F:36])([F:35])[C:26]1[N:30]2[CH2:31][CH2:32][NH:33][CH2:34][C:29]2=[N:28][N:27]=1>>[CH3:23][C:2]([CH3:1])([O:4][C:5]([NH:7][C@H:8]([CH2:13][C:14]1[CH:19]=[C:18]([F:20])[C:17]([F:21])=[CH:16][C:15]=1[F:22])[CH2:9][C:10]([N:33]1[CH2:32][CH2:31][N:30]2[C:26]([C:25]([F:36])([F:24])[F:35])=[N:27][N:28]=[C:29]2[CH2:34]1)=[O:12])=[O:6])[CH3:3]. Reported procedure: The title compound was prepared from (3R)-3-[(1,1-dimethylethoxy-carbonyl)-amino]-4-(2,4,5-trifluorophenyl)butanoic acid (Intermediate 3, 50.1 mg, 0.15 mmol) and 3-(trifluoromethyl)-5,6,7,8-tetrahydro-1,2,4-triazolo[4,3-a]pyrazine (39.2 mg, 0.20 mmol) using a procedure analogous to that described for Example 1, Step C. The crude product was purified by preparative TLC (silica gel, 100% ethyl acetate) to afford the title compound (29 mg) as a solid. 1H NMR (500 MHz, CDCl3) δ 1.37 (s, 9H), 2.61˜3.... Reactants: C1CCNCC1, CCO, O=Cc1cc2cc(CCCN3CCCC3)ccc2[nH]1, O=C1Cc2ccccc2N1. Yields the product O=C1Nc2ccccc2C1=Cc1cc2cc(CCCN3CCCC3)ccc2[nH]1. RXN SMILES: [CH2:30]1[CH2:31][CH2:32][NH:33][CH2:34][CH2:35]1.[CH3:36][CH2:37][OH:38].[N:11]1([CH2:16][CH2:17][CH2:18][c:19]2[cH:20][c:21]3[cH:22][c:23]([CH:28]=[O:29])[nH:24][c:25]3[cH:26][cH:27]2)[CH2:12][CH2:13][CH2:14][CH2:15]1.[NH:1]1[C:2](=[O:10])[CH2:3][c:4]2[cH:5][cH:6][cH:7][cH:8][c:9]21>>[NH:1]1[C:2](=[O:10])[C:3](=[CH:28][c:23]2[cH:22][c:21]3[cH:20][c:19]([CH2:18][CH2:17][CH2:16][N:11]4[CH2:12][CH2:13][CH2:14][CH2:15]4)[cH:27][cH:26][c:25]3[nH:24]2)[c:4]2[cH:5][cH:6][cH:7][cH:8][c:9]21. Procedure: A total of 1.6 g of methyl 3-(2-fluorophenyl)-1H-5-indazolecarboxylate was dissolved in 15 ml of a 1:1 solvent mixture of methanol and tetrahydrofuran, 2 ml of 5 N aqueous sodium hydroxide solution was added, followed by heating at 70° C. for 6 hours. After cooling to room temperature, the reaction mixture was added with diluted hydrochloric acid and was extracted with ethyl acetate for two times. The organic layer was washed with water, dried over anhydrous magnesium sulfate and the solvent was... Yields the product FC1=C(C=CC=C1)C1=NNC2=CC=C(C=C12)C(=O)O (3-(2-Fluorophenyl)-1H-5-indazolecarboxylic acid). The yield is 98.9%. The reactants are FC1=C(C=CC=C1)C1=NNC2=CC=C(C=C12)C(=O)OC (methyl 3-(2-fluorophenyl)-1H-5-indazolecarboxylate), Cl (hydrochloric acid). Reaction SMILES: [F:1][C:2]1[CH:7]=[CH:6][CH:5]=[CH:4][C:3]=1[C:8]1[C:16]2[C:11](=[CH:12][CH:13]=[C:14]([C:17]([O:19]C)=[O:18])[CH:15]=2)[NH:10][N:9]=1.Cl>CO.O1CCCC1.[OH-].[Na+]>[F:1][C:2]1[CH:7]=[CH:6][CH:5]=[CH:4][C:3]=1[C:8]1[C:16]2[C:11](=[CH:12][CH:13]=[C:14]([C:17]([OH:19])=[O:18])[CH:15]=2)[NH:10][N:9]=1 |f:4.5|. Run in CO (methanol), O1CCCC1 (tetrahydrofuran), [OH-].[Na+] (sodium hydroxide). Conditions: temperature 70 celsius. RXN SMILES: [Br:1][C:2]1[CH:8]=[CH:7][C:5]([OH:6])=[CH:4][C:3]=1[OH:9].Cl[CH2:11][O:12][CH3:13]>CN(C=O)C>[Br:1][C:2]1[CH:8]=[CH:7][C:5]([OH:6])=[CH:4][C:3]=1[O:9][CH2:11][O:12][CH3:13]. Reactants: BrC1=C(C=C(O)C=C1)O (4-bromoresorcinol), ClCOC (chloromethylmethyl ether). Reaction conditions: time 20 minute. Product: BrC1=C(C=C(C=C1)O)OCOC (4-Bromo-3-methoxymethoxyphenol). Reported procedure: To a solution of 4-bromoresorcinol (1.5 g) in DMF (15 mL) at 0° C. was added Nail (0.19 g). After 20 min., chloromethylmethyl ether (0.636 g) was added in and stirred for 2 hrs. Saturated aq. NAHCO3 was added and the product was extracted in EtOAc, dried over Na2SO4, and purified by flash chromatography on silica gel with EtOAc in hexanes (1:6). Run in CN(C)C=O (DMF). Starting materials: NC=1C(=C2C(=NC1)SC(=C2)CC)C2=C(C=CC=C2)Cl (5-amino-4-(2-chlorophenyl)-2-ethylthieno[2,3-b]pyridine), FC1=C(C=CC(=C1)F)N=C=O (2,4-difluorophenyl isocyanate). Solvent: O1CCCC1 (tetrahydrofuran). Run at time 18 hour. The product is ClC1=C(C=CC=C1)C1=C2C(=NC=C1NC(=O)NC1=C(C=C(C=C1)F)F)SC(=C2)CC (N-[4-(2-chlorophenyl)-2-ethylthieno[2,3-b]pyridin-5-yl]-N'-(2,4-difluorophenyl)urea). Isolated yield 93.9%. Reaction SMILES: [NH2:1][C:2]1[C:3]([C:13]2[CH:18]=[CH:17][CH:16]=[CH:15][C:14]=2[Cl:19])=[C:4]2[CH:10]=[C:9]([CH2:11][CH3:12])[S:8][C:5]2=[N:6][CH:7]=1.[F:20][C:21]1[CH:26]=[C:25]([F:27])[CH:24]=[CH:23][C:22]=1[N:28]=[C:29]=[O:30]>O1CCCC1>[Cl:19][C:14]1[CH:15]=[CH:16][CH:17]=[CH:18][C:13]=1[C:3]1[C:2]([NH:1][C:29]([NH:28][C:22]2[CH:23]=[CH:24][C:25]([F:27])=[CH:26][C:21]=2[F:20])=[O:30])=[CH:7][N:6]=[C:5]2[S:8][C:9]([CH2:11][CH3:12])=[CH:10][C:4]=12. Procedure details: To a solution of 5-amino-4-(2-chlorophenyl)-2-ethylthieno[2,3-b]pyridine (288 mg) in tetrahydrofuran (3 ml) was added 2,4-difluorophenyl isocyanate (0.13 ml) and the mixture was stirred at room temperature for 18 hours, and then the solvent was distilled off. To the residue was added isopropyl ether to obtain N-[4-(2-chlorophenyl)-2-ethylthieno[2,3-b]pyridin-5-yl]-N'-(2,4-difluorophenyl)urea as crystals (416 mg, 93.9 %). Colorless prisms were obtained by recrystallization from acetone-hexane, mp... Starting materials: C1COCCO1, CC(C)OC(=O)COc1cccc(-c2nc(Nc3ccc4c(cnn4C(=O)OC(C)(C)C)c3)c3ccccc3n2)c1, Cl. Product: CC(C)OC(=O)COc1cccc(-c2nc(Nc3ccc4[nH]ncc4c3)c3ccccc3n2)c1. RXN SMILES: [CH2:43]1[O:44][CH2:45][CH2:46][O:47][CH2:48]1.[CH:1]([CH3:2])([CH3:3])[O:4][C:5]([CH2:6][O:7][c:8]1[cH:9][c:10](-[c:14]2[n:15][c:16]3[cH:17][cH:18][cH:19][cH:20][c:21]3[c:22]([NH:24][c:25]3[cH:26][c:27]4[cH:28][n:29][n:30]([C:34]([O:35][C:36]([CH3:37])([CH3:38])[CH3:39])=[O:40])[c:31]4[cH:32][cH:33]3)[n:23]2)[cH:11][cH:12][cH:13]1)=[O:41].[ClH:42]>>[CH:1]([CH3:2])([CH3:3])[O:4][C:5]([CH2:6][O:7][c:8]1[cH:9][c:10](-[c:14]2[n:15][c:16]3[cH:17][cH:18][cH:19][cH:20][c:21]3[c:22]([NH:24][c:25]3[cH:26][c:27]4[cH:28][n:29][nH:30][c:31]4[cH:32][cH:33]3)[n:23]2)[cH:11][cH:12][cH:13]1)=[O:41].